Dataset: the Open Reaction Database (ORD), a public repository of structured organic reaction records. Task: describe an organic reaction: reactants, conditions, products, and yield As a reaction SMILES: [F:1][C:2]1[CH:3]=[C:4]2[C:8](=[CH:9][CH:10]=1)[NH:7][CH:6]=[C:5]2[CH3:11].[H-].[K+].[C:14]1([C@H:20]2[O:22][C@@H:21]2[CH2:23][OH:24])[CH:19]=[CH:18][CH:17]=[CH:16][CH:15]=1>ClCCl.CC(C)[O-].[Ti+4].CC(C)[O-].CC(C)[O-].CC(C)[O-]>[F:1][C:2]1[CH:3]=[C:4]2[C:8](=[CH:9][CH:10]=1)[N:7]([C@@H:20]([C:14]1[CH:19]=[CH:18][CH:17]=[CH:16][CH:15]=1)[C@H:21]([OH:22])[CH2:23][OH:24])[CH:6]=[C:5]2[CH3:11] |f:1.2,5.6.7.8.9|. Run in ClCCl (dichloromethane), ClCCl (dichloromethane). Starting materials: C1(=CC=CC=C1)[C@@H]1[C@H](O1)CO ([(2R,3R)-3-phenyloxiran-2-yl]methanol), FC=1C=C2C(=CNC2=CC1)C (5-fluoro-3-methyl-1H-indole), [H-].[K+] (potassium hydride), oil. Procedure: A mixture of 5-fluoro-3-methyl-1H-indole (2.91 g, 19.5 mmol) and potassium hydride 50% dispersion in mineral oil (2.8 g, 35.1 mmol) in dichloromethane (40 mL) was stirred for 10 minutes under nitrogen at room temperature. A solution of [(2R,3R)-3-phenyloxiran-2-yl]methanol (2.0 g, 13.0 mmol) and titanium isopropoxide (4.3 mL, 14.3 mmol) in dichloromethane (10 mL) was then added and the mixture was stirred at room temperature for 12 hours. After disappearance of the epoxide, the mixture was parti... Run at time 10 minute. Reagents/catalysts: CC([O-])C.[Ti+4].CC([O-])C.CC([O-])C.CC([O-])C (titanium isopropoxide). Product: FC=1C=C2C(=CN(C2=CC1)[C@H]([C@@H](CO)O)C1=CC=CC=C1)C ((2S,3S)-3-(5-fluoro-3-methyl-1H-indol-1-yl)-3-phenylpropane-1,2-diol). Starting materials: CCC(C)(C)c1nc2cc(NC(C)=O)ccc2n1CC1CCOCC1, Cl. Product: CCC(C)(C)c1nc2cc(N)ccc2n1CC1CCOCC1. RXN SMILES: [CH3:1][C:2]([CH2:3][CH3:4])([CH3:5])[c:6]1[n:7][c:8]2[c:9]([n:10]1[CH2:11][CH:12]1[CH2:13][CH2:14][O:15][CH2:16][CH2:17]1)[cH:18][cH:19][c:20]([NH:22][C:23](=[O:24])[CH3:25])[cH:21]2.[ClH:26]>>[CH3:1][C:2]([CH2:3][CH3:4])([CH3:5])[c:6]1[n:7][c:8]2[c:9]([n:10]1[CH2:11][CH:12]1[CH2:13][CH2:14][O:15][CH2:16][CH2:17]1)[cH:18][cH:19][c:20]([NH2:22])[cH:21]2.